Dataset: the Open Reaction Database (ORD), a public repository of structured organic reaction records. Task: describe an organic reaction: reactants, conditions, products, and yield The reactants are COc1ccc(OCC#N)c(SCC#N)c1, C[O-], CC(=O)O, CN(C)C=O, [Na+], O. Yields the product COc1ccc2c(c1)SC(C#N)=C(N)CO2. As a reaction SMILES: [C:1](#[N:2])[CH2:3][S:4][c:5]1[c:6]([O:7][CH2:8][C:9]#[N:10])[cH:11][cH:12][c:13]([O:15][CH3:16])[cH:14]1.[CH3:17][O-:18].[CH3:21][C:22](=[O:23])[OH:24].[CH3:25][N:26]([CH3:27])[CH:28]=[O:29].[Na+:19].[OH2:20]>>[C:1](#[N:2])[C:3]1=[C:9]([NH2:10])[CH2:8][O:7][c:6]2[c:5]([cH:14][c:13]([O:15][CH3:16])[cH:12][cH:11]2)[S:4]1. Reactants: C1CCOC1, CO, CCOC(C)=O, COC(=O)c1ccc2c(C3CCCCC3)c(-c3cnco3)n(CC(=O)N(C)C)c2c1, [K+], [OH-], O. The product is CN(C)C(=O)Cn1c(-c2cnco2)c(C2CCCCC2)c2ccc(C(=O)O)cc21. As a reaction SMILES: [CH2:35]1[O:36][CH2:37][CH2:38][CH2:39]1.[CH3:33][OH:34].[CH3:41][CH2:42][O:43][C:44]([CH3:45])=[O:46].[CH:1]1([c:7]2[c:8](-[c:26]3[cH:27][n:28][cH:29][o:30]3)[n:9]([CH2:20][C:21](=[O:22])[N:23]([CH3:24])[CH3:25])[c:10]3[cH:11][c:12]([C:16](=[O:17])[O:18][CH3:19])[cH:13][cH:14][c:15]23)[CH2:2][CH2:3][CH2:4][CH2:5][CH2:6]1.[K+:32].[OH-:31].[OH2:40]>>[CH:1]1([c:7]2[c:8](-[c:26]3[cH:27][n:28][cH:29][o:30]3)[n:9]([CH2:20][C:21](=[O:22])[N:23]([CH3:24])[CH3:25])[c:10]3[cH:11][c:12]([C:16](=[O:17])[OH:18])[cH:13][cH:14][c:15]23)[CH2:2][CH2:3][CH2:4][CH2:5][CH2:6]1. Reactants: BrC=1C=NC=2N(C1)N=C(C2)C(=O)O (6-bromo-pyrazolo[1,5-a]pyrimidine-2-carboxylic acid), FC=1C=C2CCNC(C2=CC1)C(F)(F)F (6-fluoro-1-trifluoromethyl-1,2,3,4-tetrahydro-isoquinoline). Product: BrC=1C=NC=2N(C1)N=C(C2)C(=O)N2C(C1=CC=C(C=C1CC2)F)C(F)(F)F ((6-Bromo-pyrazolo[1,5-a]pyrimidin-2-yl)-(6-fluoro-1-trifluoromethyl-3,4-dihydro-1H-isoquinolin-2-yl)-methanone). As a reaction SMILES: [Br:1][C:2]1[CH:3]=[N:4][C:5]2[N:6]([N:8]=[C:9]([C:11]([OH:13])=O)[CH:10]=2)[CH:7]=1.[F:14][C:15]1[CH:16]=[C:17]2[C:22](=[CH:23][CH:24]=1)[CH:21]([C:25]([F:28])([F:27])[F:26])[NH:20][CH2:19][CH2:18]2>>[Br:1][C:2]1[CH:3]=[N:4][C:5]2[N:6]([N:8]=[C:9]([C:11]([N:20]3[CH2:19][CH2:18][C:17]4[C:22](=[CH:23][CH:24]=[C:15]([F:14])[CH:16]=4)[CH:21]3[C:25]([F:26])([F:27])[F:28])=[O:13])[CH:10]=2)[CH:7]=1. Reported procedure: In close analogy to the procedure described in Example 1, 6-bromo-pyrazolo[1,5-a]pyrimidine-2-carboxylic acid is reacted with 6-fluoro-1-trifluoromethyl-1,2,3,4-tetrahydro-isoquinoline to provide the title compound in moderate yield. Reactants: ClCCl, O=C=Nc1ccccc1F, CC(C)(C)NC(=O)c1cccc(CN2CCN(C(=O)c3ccc(N)c(F)c3)CC2)c1. Yields the product CC(C)(C)NC(=O)c1cccc(CN2CCN(C(=O)c3ccc(NC(=O)Nc4ccccc4F)c(F)c3)CC2)c1. Reaction SMILES: [Cl:41][CH2:42][Cl:43].[F:31][c:32]1[c:33]([N:38]=[C:39]=[O:40])[cH:34][cH:35][cH:36][cH:37]1.[NH2:1][c:2]1[c:3]([F:30])[cH:4][c:5]([C:6](=[O:7])[N:8]2[CH2:9][CH2:10][N:11]([CH2:14][c:15]3[cH:16][c:17]([C:18](=[O:19])[NH:20][C:21]([CH3:22])([CH3:23])[CH3:24])[cH:25][cH:26][cH:27]3)[CH2:12][CH2:13]2)[cH:28][cH:29]1>>[NH:1]([c:2]1[c:3]([F:30])[cH:4][c:5]([C:6](=[O:7])[N:8]2[CH2:9][CH2:10][N:11]([CH2:14][c:15]3[cH:16][c:17]([C:18](=[O:19])[NH:20][C:21]([CH3:22])([CH3:23])[CH3:24])[cH:25][cH:26][cH:27]3)[CH2:12][CH2:13]2)[cH:28][cH:29]1)[C:39]([NH:38][c:33]1[c:32]([F:31])[cH:37][cH:36][cH:35][cH:34]1)=[O:40]. Starting materials: COCCCCn1c(Br)ccc1C(=O)N(CC(C)C)C1CC(C(=O)N2CCOCC2)CN(C(=O)OC(C)(C)C)C1, Cc1ccccc1, CCO, [Na+], [Na+], O=C([O-])[O-], O, c1ccc(P(c2ccccc2)(c2ccccc2)[Pd](P(c2ccccc2)(c2ccccc2)c2ccccc2)(P(c2ccccc2)(c2ccccc2)c2ccccc2)P(c2ccccc2)(c2ccccc2)c2ccccc2)cc1, OB(O)c1ccccn1. Yields the product COCCCCn1cccc1C(=O)N(CC(C)C)C1CC(C(=O)N2CCOCC2)CN(C(=O)OC(C)(C)C)C1. As a reaction SMILES: [Br:1][c:2]1[cH:3][cH:4][c:5]([C:13](=[O:14])[N:15]([CH:16]2[CH2:17][N:18]([C:30](=[O:31])[O:32][C:33]([CH3:34])([CH3:35])[CH3:36])[CH2:19][CH:20]([C:22](=[O:23])[N:24]3[CH2:25][CH2:26][O:27][CH2:28][CH2:29]3)[CH2:21]2)[CH2:37][CH:38]([CH3:39])[CH3:40])[n:6]1[CH2:7][CH2:8][CH2:9][CH2:10][O:11][CH3:12].[CH3:137][c:138]1[cH:139][cH:140][cH:141][cH:142][cH:143]1.[CH3:56][CH2:57][OH:58].[Na+:50].[Na+:51].[O-:52][C:53](=[O:54])[O-:55].[OH2:136].[cH:59]1[cH:60][cH:61][c:62]([P:63]([Pd:64]([P:65]([c:66]2[cH:67][cH:68][cH:69][cH:70][cH:71]2)([c:72]2[cH:73][cH:74][cH:75][cH:76][cH:77]2)[c:78]2[cH:79][cH:80][cH:81][cH:82][cH:83]2)([P:84]([c:85]2[cH:86][cH:87][cH:88][cH:89][cH:90]2)([c:91]2[cH:92][cH:93][cH:94][cH:95][cH:96]2)[c:97]2[cH:98][cH:99][cH:100][cH:101][cH:102]2)[P:103]([c:104]2[cH:105][cH:106][cH:107][cH:108][cH:109]2)([c:110]2[cH:111][cH:112][cH:113][cH:114][cH:115]2)[c:116]2[cH:117][cH:118][cH:119][cH:120][cH:121]2)([c:122]2[cH:123][cH:124][cH:125][cH:126][cH:127]2)[c:128]2[cH:129][cH:130][cH:131][cH:132][cH:133]2)[cH:134][cH:135]1.[n:41]1[cH:42][cH:43][cH:44][cH:45][c:46]1[B:47]([OH:48])[OH:49]>>[cH:2]1[cH:3][cH:4][c:5]([C:13](=[O:14])[N:15]([CH:16]2[CH2:17][N:18]([C:30](=[O:31])[O:32][C:33]([CH3:34])([CH3:35])[CH3:36])[CH2:19][CH:20]([C:22](=[O:23])[N:24]3[CH2:25][CH2:26][O:27][CH2:28][CH2:29]3)[CH2:21]2)[CH2:37][CH:38]([CH3:39])[CH3:40])[n:6]1[CH2:7][CH2:8][CH2:9][CH2:10][O:11][CH3:12]. Yields the product O=C1C=C(OC2=C1C=C1C(=C2CCC)SC(=CC1=O)C(=O)O)C(=O)O (4,6-Dioxo-10-propyl-4H,6H-thiopyrano[3,2-g]-1-benzopyran-2,8-dicarboxylic acid). Reaction SMILES: [O:1]=[C:2]1[C:7]2[CH:8]=[C:9]3[C:18](=[O:19])[CH:17]=[C:16]([C:20]([O:22]CC)=[O:21])[S:15][C:10]3=[C:11]([CH2:12][CH2:13][CH3:14])[C:6]=2[O:5][C:4]([C:25]([O:27]CC)=[O:26])=[CH:3]1>C(O)(=O)C.Br>[O:1]=[C:2]1[C:7]2[CH:8]=[C:9]3[C:18](=[O:19])[CH:17]=[C:16]([C:20]([OH:22])=[O:21])[S:15][C:10]3=[C:11]([CH2:12][CH2:13][CH3:14])[C:6]=2[O:5][C:4]([C:25]([OH:27])=[O:26])=[CH:3]1. Yield: 85.6%. Reactants: O=C1C=C(OC2=C1C=C1C(=C2CCC)SC(=CC1=O)C(=O)OCC)C(=O)OCC (Diethyl 4,6-dioxo-10-propyl-4H,6H-thiopyrano[3,2-g]-1-benzopyran-2,8-dicarboxylate). The solvent is C(C)(=O)O (acetic acid), Br (hydrobromic acid), Br (hydrobromic acid). Procedure: The product of step (g) (2.7 g) in glacial acetic acid (100 mls) and 48% aqueous hydrobromic acid (6 mls) was heated under reflux for 4 hours. More aqueous hydrobromic acid (3 mls) was added and refluxing continued overnight. The reaction was allowed to cool and the precipitated solid was collected by filtration, washed with ether and dried in vacuo at 80° C. for 3 hours to give 2.0 g of the desired product, mp 308°-310° dec. The reactants are OC=1C=C(C=C2N3CC4NC4C(C(C12)CO)(O3)O)C=O (6,9-Dihydroxy-8-hydroxymethyl-14-oxa-1,11-diazatetracyclo[7.4.1.02,7.010,12 ]tetradeca-2,4,6-triene-4-carbaldehyde), C(C)(=O)OC(C)=O (acetic anhydride). Solvent: N1=CC=CC=C1 (pyridine). Reaction conditions: time 8 hour. Yields the product C(C)(=O)OC=1C=C(C=C2N3CC4N(C4C(C(C12)COC(C)=O)(O3)O)C(C)=O)C=O (8-acetoxymethyl-11-acetyl-4-formyl-9-hydroxy-14-oxa-1,11-diazatetracyclo[7.4.1.02,7.010,12 ]tetradeca-2,4,6-trien-6-yl acetate). As a reaction SMILES: [OH:1][C:2]1[CH:3]=[C:4]([CH:19]=[O:20])[CH:5]=[C:6]2[C:14]=1[CH:13]([CH2:15][OH:16])[C:12]1([OH:18])[O:17][N:7]2[CH2:8][CH:9]2[CH:11]1[NH:10]2.C(O[C:25](=[O:27])[CH3:26])(=O)C>N1C=CC=CC=1>[C:2]([O:1][C:2]1[CH:3]=[C:4]([CH:19]=[O:20])[CH:5]=[C:6]2[C:14]=1[CH:13]([CH2:15][O:16][C:15](=[O:16])[CH3:13])[C:12]1([OH:18])[O:17][N:7]2[CH2:8][CH:9]2[CH:11]1[N:10]2[C:25](=[O:27])[CH3:26])(=[O:1])[CH3:14]. Procedure details: 6,9-Dihydroxy-8-hydroxymethyl-14-oxa-1,11-diazatetracyclo[7.4.1.02,7.010,12 ]tetradeca-2,4,6-triene-4-carbaldehyde (4 mg) was dissolved in pyridine (1 ml). To this solution was added acetic anhydride (50 μl) and the mixture was allowed to stand at room temperature overnight. The reaction mixture was evaporated to dryness in vacuo and the residual oil was subjected to preparative thin layer chromatography, which was developed with a mixture of methanol and chloroform (5:95, v/v) to yield 8-acetox... The reactants are CC(C)(C)OC(=O)N1CCOC(Cc2cccc(Br)c2)C1, COc1ccc(Br)c(OC)c1, ClCC1CO1. Product: COc1ccc(CC(O)CCl)c(OC)c1. RXN SMILES: [C:1]([O:2][C:3]([N:4]1[CH2:5][CH2:6][O:7][CH:8]([CH2:9][c:10]2[cH:11][cH:12][cH:13][c:14]([Br:15])[cH:16]2)[CH2:17]1)=[O:18])([CH3:19])([CH3:20])[CH3:21].[CH3:22][O:23][c:24]1[c:25]([Br:32])[cH:26][cH:27][c:28]([O:30][CH3:31])[cH:29]1.[CH:33]1([CH2:34][Cl:35])[CH2:36][O:37]1>>[CH3:22][O:23][c:24]1[c:25]([CH2:36][CH:33]([CH2:34][Cl:35])[OH:37])[cH:26][cH:27][c:28]([O:30][CH3:31])[cH:29]1.